Dataset: the Open Reaction Database (ORD), a public repository of structured organic reaction records. Task: describe an organic reaction: reactants, conditions, products, and yield The reactants are CN(C)C(=O)c1cc2cnc(Nc3ccc(C4CCNCC4)cn3)nc2n1C1CCCC1, CC(=O)O, CC(C)=O, ClCCl. Product: CC(C)N1CCC(c2ccc(Nc3ncc4cc(C(=O)N(C)C)n(C5CCCC5)c4n3)nc2)CC1. Reaction SMILES: [CH3:1][N:2]([C:3](=[O:4])[c:5]1[cH:6][c:7]2[c:8]([n:9][c:10]([NH:13][c:14]3[cH:15][cH:16][c:17]([CH:20]4[CH2:21][CH2:22][NH:23][CH2:24][CH2:25]4)[cH:18][n:19]3)[n:11][cH:12]2)[n:26]1[CH:27]1[CH2:28][CH2:29][CH2:30][CH2:31]1)[CH3:32].[CH3:33][C:34](=[O:35])[OH:36].[CH3:37][C:38](=[O:39])[CH3:40].[Cl:41][CH2:42][Cl:43]>>[CH3:1][N:2]([C:3](=[O:4])[c:5]1[cH:6][c:7]2[c:8]([n:9][c:10]([NH:13][c:14]3[cH:15][cH:16][c:17]([CH:20]4[CH2:21][CH2:22][N:23]([CH:38]([CH3:37])[CH3:40])[CH2:24][CH2:25]4)[cH:18][n:19]3)[n:11][cH:12]2)[n:26]1[CH:27]1[CH2:28][CH2:29][CH2:30][CH2:31]1)[CH3:32].